From a dataset of the Open Reaction Database (ORD), a public repository of structured organic reaction records. describe an organic reaction: reactants, conditions, products, and yield Starting materials: ClC1=C(C(=CC(=C1)C(F)(F)F)Cl)N1N=C(C(=C1N(C)C)S(=O)C(F)(F)F)C(N)=NO (1-(2,6-dichloro-4-trifluoromethylphenyl)-5-dimethylamino-4-trifluoromethylsulfinyl-3-pyrazolecarboxamide oxime), O.C1(=CC=C(C=C1)S(=O)(=O)O)C (p-toluenesulfonic acid monohydrate). Solvent: C(OC)(OC)OC (trimethyl orthoformate). Reaction conditions: time 3 hour. The product is ClC1=C(C(=CC(=C1)C(F)(F)F)Cl)N1N=C(C(=C1N(C)C)S(=O)C(F)(F)F)C1=NOC=N1 (1-(2,6-dichloro-4-trifluoromethylphenyl)-5-dimethylamino-3-(1,2,4-oxadiazol-3-yl)-4-trifluoromethylsulfinylpyrazole). Isolated yield 4375.0%. As a reaction SMILES: [Cl:1][C:2]1[CH:7]=[C:6]([C:8]([F:11])([F:10])[F:9])[CH:5]=[C:4]([Cl:12])[C:3]=1[N:13]1[C:17]([N:18]([CH3:20])[CH3:19])=[C:16]([S:21]([C:23]([F:26])([F:25])[F:24])=[O:22])[C:15]([C:27](=[N:29][OH:30])[NH2:28])=[N:14]1.O.[C:32]1(C)C=CC(S(O)(=O)=O)=CC=1>C(OC)(OC)OC>[Cl:12][C:4]1[CH:5]=[C:6]([C:8]([F:11])([F:10])[F:9])[CH:7]=[C:2]([Cl:1])[C:3]=1[N:13]1[C:17]([N:18]([CH3:20])[CH3:19])=[C:16]([S:21]([C:23]([F:25])([F:26])[F:24])=[O:22])[C:15]([C:27]2[N:28]=[CH:32][O:30][N:29]=2)=[N:14]1 |f:1.2|. Procedure: 1-(2,6-dichloro-4-trifluoromethylphenyl)-5-dimethylamino-4-trifluoromethylsulfinyl-3-pyrazolecarboxamide oxime 0.59 g (1.18 mmol) was dissolved in 5 ml of trimethyl orthoformate, and then 5 mg of p-toluenesulfonic acid monohydrate was added. After the mixture was was stirred at room temperature for 3 hrs, trimethyl orthoformate was distilled off in vacuo, and then added 40 ml of ethyl acetate. The ethyl acetate solution was washed twice with 15 ml of aqueous saturated sodium hydrogencarbonate so... The reactants are C(=O)(C(F)(F)F)O (TFA), FC1=C(C(=C(C=C1OC)OC)F)C1=NC=C2C(=N1)NN=C2I (6-(2,6-difluoro-3,5-dimethoxyphenyl)-3-iodo-1H-pyrazolo[3,4-d]pyrimidine), CN1CCN(CC1)C1=CC=C(C=C1)B1OC(C(O1)(C)C)(C)C (1-methyl-4-[4-(4,4,5,5-tetramethyl-1,3,2-dioxaborolan-2-yl)phenyl]piperazine). Product: FC1=C(C(=C(C=C1OC)OC)F)C1=NC=C2C(=N1)NN=C2C2=CC=C(C=C2)N2CCN(CC2)C (6-(2,6-Difluoro-3,5-dimethoxyphenyl)-3-[4-(4-methylpiperazin-1-yl)phenyl]-1H-pyrazolo[3,4-d]pyrimidine). As a reaction SMILES: C(O)(C(F)(F)F)=O.[F:8][C:9]1[C:14]([O:15][CH3:16])=[CH:13][C:12]([O:17][CH3:18])=[C:11]([F:19])[C:10]=1[C:20]1[N:25]=[C:24]2[NH:26][N:27]=[C:28](I)[C:23]2=[CH:22][N:21]=1.[CH3:30][N:31]1[CH2:36][CH2:35][N:34]([C:37]2[CH:42]=[CH:41][C:40](B3OC(C)(C)C(C)(C)O3)=[CH:39][CH:38]=2)[CH2:33][CH2:32]1>>[F:8][C:9]1[C:14]([O:15][CH3:16])=[CH:13][C:12]([O:17][CH3:18])=[C:11]([F:19])[C:10]=1[C:20]1[N:25]=[C:24]2[NH:26][N:27]=[C:28]([C:40]3[CH:39]=[CH:38][C:37]([N:34]4[CH2:35][CH2:36][N:31]([CH3:30])[CH2:32][CH2:33]4)=[CH:42][CH:41]=3)[C:23]2=[CH:22][N:21]=1. Reported procedure: This compound was prepared as a TFA salt by using procedures analogous to those described for the synthesis of Example 7, Step 3 starting from 6-(2,6-difluoro-3,5-dimethoxyphenyl)-3-iodo-1H-pyrazolo[3,4-d]pyrimidine and 1-methyl-4-[4-(4,4,5,5-tetramethyl-1,3,2-dioxaborolan-2-yl)phenyl]piperazine. LCMS (M+H)+=467.0. Reactants: FC=1C=C2C=C(C=NC2=CC1)C=1C=NN2C1N=C(C=C2N)C(C)NC2CCOCC2 (3-(6-fluoroquinolin-3-yl)-5-[1-(tetrahydro-2H-pyran-4-ylamino)ethyl]pyrazolo[1,5-a]pyrimidin-7-amine), [H-].[Na+] (sodium hydride), BrCCC(=O)OC(C)(C)C (tert-butyl 3-bromopropanoate). The solvent is CN(C)C=O (DMF). Run at time 15 minute. Yields the product FC=1C=C2C=C(C=NC2=CC1)C=1C=NN2C1N=C(C=C2NCCC(=O)OC(C)(C)C)C(C)NC2CCOCC2 (tert-butyl 3-(3-(6-fluoroquinolin-3-yl)-5-(1-(tetrahydro-2H-pyran-4-ylamino)ethyl)pyrazolo[1,5-a]pyrimidin-7-ylamino)propanoate). Isolated yield 69.2%. As a reaction SMILES: [F:1][C:2]1[CH:3]=[C:4]2[C:9](=[CH:10][CH:11]=1)[N:8]=[CH:7][C:6]([C:12]1[CH:13]=[N:14][N:15]3[C:20]([NH2:21])=[CH:19][C:18]([CH:22]([NH:24][CH:25]4[CH2:30][CH2:29][O:28][CH2:27][CH2:26]4)[CH3:23])=[N:17][C:16]=13)=[CH:5]2.[H-].[Na+].Br[CH2:34][CH2:35][C:36]([O:38][C:39]([CH3:42])([CH3:41])[CH3:40])=[O:37]>CN(C=O)C>[F:1][C:2]1[CH:3]=[C:4]2[C:9](=[CH:10][CH:11]=1)[N:8]=[CH:7][C:6]([C:12]1[CH:13]=[N:14][N:15]3[C:20]([NH:21][CH2:34][CH2:35][C:36]([O:38][C:39]([CH3:42])([CH3:41])[CH3:40])=[O:37])=[CH:19][C:18]([CH:22]([NH:24][CH:25]4[CH2:26][CH2:27][O:28][CH2:29][CH2:30]4)[CH3:23])=[N:17][C:16]=13)=[CH:5]2 |f:1.2|. Reported procedure: A stirred solution of 3-(6-fluoroquinolin-3-yl)-5-[1-(tetrahydro-2H-pyran-4-ylamino)ethyl]pyrazolo[1,5-a]pyrimidin-7-amine (240 mg, 0.50 mmol) in anhydrous DMF (6 mL) was treated with sodium hydride (60% suspension in mineral oil, 59 mg, 1.5 mmol) in a single portion under an atmosphere of nitrogen. The resulting yellow-orange slurry was stirred at room temperature for 15 min, and tert-butyl 3-bromopropanoate (128 uL, 0.77 mmol) was added dropwise, gas evolution occurring during the addition. Th... Reactants: [Al+3], ClCCl, CC(=O)Cl, [Cl-], [Cl-], [Cl-], O=C1CC2CCc3sccc3C2=NN1c1ccc(Cl)cc1, O. The product is CC(=O)c1cc2c(s1)CCC1CC(=O)N(c3ccc(Cl)cc3)N=C21. Reaction SMILES: [Al+3:2].[CH2:31]([Cl:32])[Cl:33].[CH3:5][C:6]([Cl:7])=[O:8].[Cl-:1].[Cl-:3].[Cl-:4].[Cl:9][c:10]1[cH:11][cH:12][c:13]([N:16]2[N:17]=[C:18]3[c:19]4[c:20]([s:27][cH:28][cH:29]4)[CH2:21][CH2:22][CH:23]3[CH2:24][C:25]2=[O:26])[cH:14][cH:15]1.[OH2:30]>>[CH3:5][C:6](=[O:8])[c:28]1[s:27][c:20]2[c:19]([cH:29]1)[C:18]1=[N:17][N:16]([c:13]3[cH:12][cH:11][c:10]([Cl:9])[cH:15][cH:14]3)[C:25](=[O:26])[CH2:24][CH:23]1[CH2:22][CH2:21]2. The reactants are Cn1cc(Br)cc(Nc2ccc(C(C)(C)NC(=O)CCl)cn2)c1=O, O=C([O-])O, CCO, NC(N)=S, [Na+], O. The product is Cn1cc(Br)cc(Nc2ccc(C(C)(C)N)cn2)c1=O. As a reaction SMILES: [Br:1][c:2]1[cH:3][c:4]([NH:10][c:11]2[cH:12][cH:13][c:14]([C:17]([CH3:18])([CH3:19])[NH:20][C:21](=[O:22])[CH2:23][Cl:24])[cH:15][n:16]2)[c:5](=[O:9])[n:6]([CH3:8])[cH:7]1.[C:32](=[O:33])([OH:34])[O-:35].[CH3:29][CH2:30][OH:31].[NH2:25][C:26](=[S:27])[NH2:28].[Na+:36].[OH2:37]>>[Br:1][c:2]1[cH:3][c:4]([NH:10][c:11]2[cH:12][cH:13][c:14]([C:17]([CH3:18])([CH3:19])[NH2:20])[cH:15][n:16]2)[c:5](=[O:9])[n:6]([CH3:8])[cH:7]1. Reactants: C1(=CC=CC=C1)C1=CNC2=CC=CC=C12 (3-phenylindole), B(F)(F)F.F (hydrofluoroboric acid). The reagents and catalysts are [Pt]=O (platinum oxide). Run in C(C)O (ethanol). Conditions: time 4 hour. Yields the product C1(=CC=CC=C1)C1CNC2=CC=CC=C12 (3-phenylindoline). As a reaction SMILES: [C:1]1([C:7]2[C:15]3[C:10](=[CH:11][CH:12]=[CH:13][CH:14]=3)[NH:9][CH:8]=2)[CH:6]=[CH:5][CH:4]=[CH:3][CH:2]=1.B(F)(F)F.F>C(O)C.[Pt]=O>[C:1]1([CH:7]2[C:15]3[C:10](=[CH:11][CH:12]=[CH:13][CH:14]=3)[NH:9][CH2:8]2)[CH:2]=[CH:3][CH:4]=[CH:5][CH:6]=1 |f:1.2|. Procedure: 8.0 G of 3-phenylindole was dissolved in 120 ml of 96% ethanol and 60 ml of 48% hydrofluoroboric acid was added thereto. 0.4 G of platinum oxide was added to the mixture which was hydrogenated at 30 p.s.i. at room temperature for four hours. The catalyst was removed by filtration, the filtrate concentrated to 1/3 of the volume, basified with 50% aqueous sodium hydroxide and then extracted with ether. 6.7 G of a dark oil which was obtained from the ether extracts after removal of the solvent was ... The reactants are COC1=CC=C(C(=O)O)C=C1 (4-methoxybenzoic acid), C(C1=CC=CC=C1)S (benzyl mercaptan), P12(=S)SP3(=S)SP(=S)(S1)SP(=S)(S2)S3 (phosphorus pentasulfide). Run in C1(=CC=CC=C1)C (toluene). The product is C(C1=CC=CC=C1)SC(C1=CC=C(C=C1)OC)=S (benzyl-4-methoxydithiobenzoate). Isolated yield 69.0%. As a reaction SMILES: [CH3:1][O:2][C:3]1[CH:11]=[CH:10][C:6]([C:7](O)=O)=[CH:5][CH:4]=1.[CH2:12]([SH:19])[C:13]1[CH:18]=[CH:17][CH:16]=[CH:15][CH:14]=1.P12(SP3(SP(SP(S3)(S1)=S)(=S)S2)=S)=[S:21]>C1(C)C=CC=CC=1>[CH2:12]([S:19][C:7](=[S:21])[C:6]1[CH:10]=[CH:11][C:3]([O:2][CH3:1])=[CH:4][CH:5]=1)[C:13]1[CH:18]=[CH:17][CH:16]=[CH:15][CH:14]=1. Reported procedure: A mixture of 4-methoxybenzoic acid (1.52 g), benzyl mercaptan (1.24 g) and phosphorus pentasulfide (4.44 g) in toluene (40 ml) was refluxed for 12 h. A dark red color was developed immediately after heating. After the reaction was complete (as monitored by GC-MS), it was cooled to room temperature and purified by a column chromatography packed with neutral alumina, eluting with benzene. Removal of the solvent by distillation gave the single compound, benzyl-4-methoxydithiobenzoate (1.89 g, 69%).... Starting materials: C1CCOC1, O=C1c2cccc3cc(Br)cc(c23)C(=O)N1OCc1ccccc1, C[Zn]C. The product is Cc1cc2c3c(cccc3c1)C(=O)N(OCc1ccccc1)C2=O. As a reaction SMILES: [CH2:28]1[O:29][CH2:30][CH2:31][CH2:32]1.[CH2:4]([c:5]1[cH:6][cH:7][cH:8][cH:9][cH:10]1)[O:11][N:12]1[C:13](=[O:27])[c:14]2[cH:15][cH:16][cH:17][c:18]3[c:19]2[c:20]([cH:23][c:24]([Br:26])[cH:25]3)[C:21]1=[O:22].[CH3:1][Zn:2][CH3:3]>>[CH3:1][c:24]1[cH:23][c:20]2[c:19]3[c:14]([cH:15][cH:16][cH:17][c:18]3[cH:25]1)[C:13](=[O:27])[N:12]([O:11][CH2:4][c:5]1[cH:6][cH:7][cH:8][cH:9][cH:10]1)[C:21]2=[O:22]. Reactants: CC1=C(OC(C(=O)OC)C2=CC(=CC=C2)Cl)C(=CC(=C1)CO)C (Methyl 2-(2,6-Dimethyl-4-Hydroxymethyl -Phenoxy)-2-(3-Chlorophenyl)Acetate), P(Br)(Br)Br (phosphorous tribromide). Solvent: C(Cl)(Cl)(Cl)Cl (carbon tetrachloride). Reaction conditions: time 15 minute. Product: CC1=C(OC(C(=O)OC)C2=CC(=CC=C2)Cl)C(=CC(=C1)CBr)C (Methyl 2-(2,6-Dimethyl-4-Bromomethyl -Phenoxy)-2-(3-Chlorophenyl)Acetate). Yield: 82.2%. RXN SMILES: [CH3:1][C:2]1[CH:20]=[C:19]([CH2:21]O)[CH:18]=[C:17]([CH3:23])[C:3]=1[O:4][CH:5]([C:10]1[CH:15]=[CH:14][CH:13]=[C:12]([Cl:16])[CH:11]=1)[C:6]([O:8][CH3:9])=[O:7].P(Br)(Br)[Br:25]>C(Cl)(Cl)(Cl)Cl>[CH3:1][C:2]1[CH:20]=[C:19]([CH2:21][Br:25])[CH:18]=[C:17]([CH3:23])[C:3]=1[O:4][CH:5]([C:10]1[CH:15]=[CH:14][CH:13]=[C:12]([Cl:16])[CH:11]=1)[C:6]([O:8][CH3:9])=[O:7]. Procedure details: To a solution of 0.560 g (1.62 mmol) of the product of Step B dissolved in 5 mL of carbon tetrachloride was added 0.154 mL (1.6 mmol) of phosphorous tribromide and the reaction mixture was stirred at room temperature for 15 minutes. Carbon tetrachloride was evaporated from the reaction mixture several times to remove the hydrogen bromide, then the residue was purified on a silica gel flash chromatography column eluted with 5% EtOAc-hexane. The purified fractions were evaporated in vacuo affordin... Starting materials: BrCCc1cccc(Br)c1, COc1ccc(OC)c(Sc2nc3c(N)ncnc3[nH]2)c1. Product: COc1ccc(OC)c(Sc2nc3c(N)ncnc3n2CCc2cccc(Br)c2)c1. As a reaction SMILES: [Br:22][CH2:23][CH2:24][c:25]1[cH:26][c:27]([Br:31])[cH:28][cH:29][cH:30]1.[CH3:1][O:2][c:3]1[c:4]([S:11][c:12]2[nH:13][c:14]3[n:15][cH:16][n:17][c:18]([NH2:21])[c:19]3[n:20]2)[cH:5][c:6]([O:9][CH3:10])[cH:7][cH:8]1>>[CH3:1][O:2][c:3]1[c:4]([S:11][c:12]2[n:13]([CH2:23][CH2:24][c:25]3[cH:26][c:27]([Br:31])[cH:28][cH:29][cH:30]3)[c:14]3[n:15][cH:16][n:17][c:18]([NH2:21])[c:19]3[n:20]2)[cH:5][c:6]([O:9][CH3:10])[cH:7][cH:8]1.